From a dataset of the Open Reaction Database (ORD), a public repository of structured organic reaction records. describe an organic reaction: reactants, conditions, products, and yield The reactants are C(C)OC(=O)C1=CC=C(C=N1)/C=C/C(=O)NCC(=O)N(C)C=1C(=C(COC2=CC=CC=3N(C(=NC32)OC)C)C(=CC1)Cl)Cl (4-[3-[N-[(E)-3-(6-ethoxycarbonylpyridin-3-yl)acryloylglycyl]-N-methylamino]-2,6-dichlorobenzyloxy]-2-methoxy-1-methyl-1H-benzimidazole), [OH-].[Na+] (sodium hydroxide). The solvent is C(C)O (ethanol). Conditions: time 1.5 hour. Yields the product C(=O)(O)C1=CC=C(C=N1)/C=C/C(=O)NCC(=O)N(C)C=1C(=C(COC2=CC=CC=3N(C(=NC32)OC)C)C(=CC1)Cl)Cl (4-[3-[N-[(E)-3-(6-carboxypyridin-3-yl)acryloylglycyl]-N-methylamino]-2,6-dichlorobenzyloxy]-2-methoxy-1-methyl-1H-benzimidazole). Isolated yield 67.2%. RXN SMILES: C([O:3][C:4]([C:6]1[N:11]=[CH:10][C:9](/[CH:12]=[CH:13]/[C:14]([NH:16][CH2:17][C:18]([N:20]([C:22]2[C:23]([Cl:43])=[C:24]([C:39]([Cl:42])=[CH:40][CH:41]=2)[CH2:25][O:26][C:27]2[C:35]3[N:34]=[C:33]([O:36][CH3:37])[N:32]([CH3:38])[C:31]=3[CH:30]=[CH:29][CH:28]=2)[CH3:21])=[O:19])=[O:15])=[CH:8][CH:7]=1)=[O:5])C.[OH-].[Na+]>C(O)C>[C:4]([C:6]1[N:11]=[CH:10][C:9](/[CH:12]=[CH:13]/[C:14]([NH:16][CH2:17][C:18]([N:20]([C:22]2[C:23]([Cl:43])=[C:24]([C:39]([Cl:42])=[CH:40][CH:41]=2)[CH2:25][O:26][C:27]2[C:35]3[N:34]=[C:33]([O:36][CH3:37])[N:32]([CH3:38])[C:31]=3[CH:30]=[CH:29][CH:28]=2)[CH3:21])=[O:19])=[O:15])=[CH:8][CH:7]=1)([OH:5])=[O:3] |f:1.2|. Procedure: To a solution of 4-[3-[N-[(E)-3-(6-ethoxycarbonylpyridin-3-yl)acryloylglycyl]-N-methylamino]-2,6-dichlorobenzyloxy]-2-methoxy-1-methyl-1H-benzimidazole (304 mg) in ethanol was added 1N sodium hydroxide solution (0.5 ml), and the mixture was stirred for 1.5 hours at ambient temperature. The solvent was removed, water was added to the residue. The mixture was adjusted to pH 4 with 1N hydrochloric acid and extracted with chloroform. The extract was dried and evaporated in vacuo. Acetonitrile was ad...